This data is from the Open Reaction Database (ORD), a public repository of structured organic reaction records. The task is: describe an organic reaction: reactants, conditions, products, and yield Reactants: C12(C(CCC(C1(C)C)C2)(C)O)O.COCCCB([O-])[O-] ((+)-pinanediol 3-methoxy-propane-1-boronate), C(Cl)Cl (methylenechloride), C(CCC)[Li] (n-butyllithium). The reagents and catalysts are [Cl-].[Cl-].[Zn+2] (ZnCl2). Run in C1CCOC1 (THF), C1CCOC1 (THF), Organometallics. Run at temperature -100 celsius, time 15 minute. Product: C12(C(CCC(C1(C)C)C2)(C)O)O.Cl[C@H](CCCOC)B([O-])[O-] ((+)-pinanediol (S)-1-chloro-4-methoxy-butane-1-boronate). As a reaction SMILES: [CH2:1]([Cl:3])Cl.[CH2:4]([Li])[CH2:5][CH2:6]C.[C:9]12([OH:20])[CH2:17][CH:13]([C:14]1([CH3:16])[CH3:15])[CH2:12][CH2:11][C:10]2([OH:19])[CH3:18].COCCC[B:26]([O-:28])[O-:27]>C1COCC1.[Cl-].[Cl-].[Zn+2]>[C:9]12([OH:20])[CH2:17][CH:13]([C:14]1([CH3:16])[CH3:15])[CH2:12][CH2:11][C:10]2([OH:19])[CH3:18].[Cl:3][C@@H:1]([B:26]([O-:28])[O-:27])[CH2:4][CH2:5][CH2:6][O:20][CH3:9] |f:2.3,5.6.7,8.9|. Procedure details: The desired (+)-pinanediol-(S)-1-chloro-4-methoxy-butane-1-boronate is prepared according to the procedure given in Organometallics 3, 1284 (1984). Therefore methylenechloride (2.2 ml) in THF is cooled to -100° C. and n-butyllithium (13.8 ml 1.6M solution, 22.0 mMol) is added over 20 min. After 15 min at -100° C., a solution of (+)-pinanediol-3-methoxy-propane-1-boronate (5.04 g, 20 mMol) in THF is added followed by anhydrous ZnCl2 (1.42 g, 10.0 mMol). After additional 15 min at -100° C. the rea... Reactants: Brc1cnc2[nH]ccc2n1, CC[Al+]CC, CC1(C(=O)Cl)CCCCC1, [Cl-], ClCCl. Product: CC1(C(=O)c2c[nH]c3ncc(Br)nc23)CCCCC1. Reaction SMILES: [Br:1][c:2]1[n:3][c:4]2[c:5]([n:6][cH:7]1)[nH:8][cH:9][cH:10]2.[CH2:12]([Al+:13][CH2:14][CH3:15])[CH3:16].[CH3:17][C:18]1([C:24](=[O:25])[Cl:26])[CH2:19][CH2:20][CH2:21][CH2:22][CH2:23]1.[Cl-:11].[Cl:27][CH2:28][Cl:29]>>[Br:1][c:2]1[n:3][c:4]2[c:5]([n:6][cH:7]1)[nH:8][cH:9][c:10]2[C:24]([C:18]1([CH3:17])[CH2:19][CH2:20][CH2:21][CH2:22][CH2:23]1)=[O:25]. Reactants: ClC1=NC(=NC(=C1)C1=CC=C(C=C1)F)N1C(CCC1)C (4-chloro-6-(4-fluoro-phenyl)-2-(2-methyl-pyrrolidin-1-yl)-pyrimidine), BrC=1C=C(C(=NC1)N1C[C@H](NCC1)C)C (1-(5-bromo-3-methyl-pyridin-2-yl)-3-(R)-methyl-piperazine), C(=O)(O)[O-].[Na+] (NaHCO3). The solvent is CCO (EtOH). Product: BrC=1C=C(C(=NC1)N1C[C@H](N(CC1)C1=NC(=NC(=C1)C1=CC=C(C=C1)F)N1C(CCC1)C)C)C (4-[4-(5-Bromo-3-methyl-pyridin-2-yl)-2-(R)-methyl-piperazin-1-yl]-6-(4-fluoro-phenyl)-2-(2-methyl-pyrrolidin-1-yl)-pyrimidine). RXN SMILES: Cl[C:2]1[CH:7]=[C:6]([C:8]2[CH:13]=[CH:12][C:11]([F:14])=[CH:10][CH:9]=2)[N:5]=[C:4]([N:15]2[CH2:19][CH2:18][CH2:17][CH:16]2[CH3:20])[N:3]=1.[Br:21][C:22]1[CH:23]=[C:24]([CH3:35])[C:25]([N:28]2[CH2:33][CH2:32][NH:31][C@H:30]([CH3:34])[CH2:29]2)=[N:26][CH:27]=1.C([O-])(O)=O.[Na+]>CCO>[Br:21][C:22]1[CH:23]=[C:24]([CH3:35])[C:25]([N:28]2[CH2:33][CH2:32][N:31]([C:2]3[CH:7]=[C:6]([C:8]4[CH:13]=[CH:12][C:11]([F:14])=[CH:10][CH:9]=4)[N:5]=[C:4]([N:15]4[CH2:19][CH2:18][CH2:17][CH:16]4[CH3:20])[N:3]=3)[C@H:30]([CH3:34])[CH2:29]2)=[N:26][CH:27]=1 |f:2.3|. Procedure: Heat a mixture of 4-chloro-6-(4-fluoro-phenyl)-2-(2-methyl-pyrrolidin-1-yl)-pyrimidine (1.30 g, 4.44 mmol), 1-(5-bromo-3-methyl-pyridin-2-yl)-3-(R)-methyl-piperazine (1.2 g, 4.44 mmol), and NaHCO3 (0.71 g, 8.46 mmol) in EtOH at 50° C. for 20 h. Concentrate under reduced pressure and partition between EtOAc and brine. Dry the organic layer (Na2SO4) and concentrate under reduced pressure. Purify the residue by flash column chromatography eluting with EtOAc-hexanes (1:4) to afford the title compoun... Reactants: C(I)I (methylene iodide), O1C(CCCC1)OC[C@]12C=C[C@@H](CC1=CC[C@H]1[C@@H]3CC[C@@H]([C@@]3(C)CC[C@H]21)O)O (19-tetrahydropyranyloxy-1,5-androstadiene-3β,17β-diol), C(OC)COC (glyme). Reagents/catalysts: [Cu].[Zn] (zinc-copper couple). Run in CCOCC (ether), CCOCC (ether). Product: C1[C@@H]2[C@H]1[C@@H](CC1=CC[C@H]3[C@@H]4CC[C@@H]([C@@]4(C)CC[C@@H]3[C@@]21COC2OCCCC2)O)O (1β,2β-methylene-19-tetrahydropyranyloxy-5-androstene-3β,17β-diol). Reaction SMILES: [O:1]1[CH2:6][CH2:5][CH2:4][CH2:3][CH:2]1[O:7][CH2:8][C@@:9]12[C@@H:26]3[C@H:17]([C@H:18]4[C@@:22]([CH2:24][CH2:25]3)([CH3:23])[C@@H:21]([OH:27])[CH2:20][CH2:19]4)[CH2:16][CH:15]=[C:14]1[CH2:13][C@@H:12]([OH:28])[CH:11]=[CH:10]2.[CH2:29](COC)OC.C(I)I>CCOCC.[Cu].[Zn]>[CH2:29]1[C@@H:11]2[C@H:12]([OH:28])[CH2:13][C:14]3[C@:9]([CH2:8][O:7][CH:2]4[CH2:3][CH2:4][CH2:5][CH2:6][O:1]4)([C@H:10]12)[C@@H:26]1[C@H:17]([C@H:18]2[C@@:22]([CH2:24][CH2:25]1)([CH3:23])[C@@H:21]([OH:27])[CH2:20][CH2:19]2)[CH2:16][CH:15]=3 |f:4.5|. Procedure details: To a stirred solution of 19-tetrahydropyranyloxy-1,5-androstadiene-3β,17β-diol in a mixture of dry ether and glyme is added zinc-copper couple and methylene iodide. This reaction mixture is refluxed for four hours, cooled to room temperature, diluted with ether and filtered. The ether filtrate is washed with an aqueous sodium chloride solution, washed with water, and dried over anhydrous magnesium sulfate. The ether is removed under reduced pressure and the residue which remains is crystallized ... Starting materials: FC(C(=O)O)(F)F (Trifluoroacetic acid), NC=1SC=C(N1)C(C(=O)NC1[C@@H]2N(C(=C(CS2)COC)C(=O)OC(C)(C)C)C1=O)=NOCC(=O)OC(C)(C)C (tert-butyl 7-[2-(2-aminothiazol-4-yl)-2-tert-butoxycarbonylmethoxyiminoacetamido]-3-methoxymethyl-3-cephem-4-carboxylate), resultant solution, C(C)(C)OC(C)C (diisopropyl ether). Run in C(Cl)Cl (methylene chloride), C1(=CC=CC=C1)OC (anisole). Conditions: time 1.5 hour. The product is NC=1SC=C(N1)C(C(=O)NC1[C@@H]2N(C(=C(CS2)COC)C(=O)O)C1=O)=NOCC(=O)O (7-[2-(2-aminothiazol-4-yl)-2-carboxymethoxyiminoacetamido]-3-methoxymethyl-3-cephem-4-carboxylic acid). Yield: 67.2%. RXN SMILES: FC(F)(F)C(O)=O.[NH2:8][C:9]1[S:10][CH:11]=[C:12]([C:14](=[N:37][O:38][CH2:39][C:40]([O:42]C(C)(C)C)=[O:41])[C:15]([NH:17][CH:18]2[C:35](=[O:36])[N:20]3[C:21]([C:28]([O:30]C(C)(C)C)=[O:29])=[C:22]([CH2:25][O:26][CH3:27])[CH2:23][S:24][C@H:19]23)=[O:16])[N:13]=1.C(OC(C)C)(C)C>C(Cl)Cl.C1(OC)C=CC=CC=1>[NH2:8][C:9]1[S:10][CH:11]=[C:12]([C:14](=[N:37][O:38][CH2:39][C:40]([OH:42])=[O:41])[C:15]([NH:17][CH:18]2[C:35](=[O:36])[N:20]3[C:21]([C:28]([OH:30])=[O:29])=[C:22]([CH2:25][O:26][CH3:27])[CH2:23][S:24][C@H:19]23)=[O:16])[N:13]=1. Reported procedure: Trifluoroacetic acid (8.4 ml) was added to a solution of tert-butyl 7-[2-(2-aminothiazol-4-yl)-2-tert-butoxycarbonylmethoxyiminoacetamido]-3-methoxymethyl-3-cephem-4-carboxylate (syn isomer) (2.1 g) in methylene chloride (4.2 ml) and anisole (2.1 ml) under ice-cooling, and the mixture was stirred at ambient temperature for 1.5 hours. The resultant solution was added dropwise to diisopropyl ether (100 ml) and the precipitated substance was collected by filtration. This substance was added to a mi... Starting materials: C([O-])(O)=O.[Na+] (sodium bicarbonate), CC(CC(=O)O)(C)C1=CC=CC=C1 (3-Methyl-3-phenylbutanoic acid), [Li] (lithium), [H-] (hydride). Run in O1CCCC1 (tetrahydrofuran). Run at time 30 minute. Yields the product CC(CCO)(C)C1=CC=CC=C1 (3-metyl-3-phenylbutanol). As a reaction SMILES: [CH3:1][C:2]([C:8]1[CH:13]=[CH:12][CH:11]=[CH:10][CH:9]=1)([CH3:7])[CH2:3][C:4](O)=[O:5].[Li].[H-].C(=O)(O)[O-].[Na+]>O1CCCC1>[CH3:7][C:2]([C:8]1[CH:13]=[CH:12][CH:11]=[CH:10][CH:9]=1)([CH3:1])[CH2:3][CH2:4][OH:5] |f:3.4,^1:13|. Reported procedure: 3-Methyl-3-phenylbutanoic acid (0.90 9) was dropwise added to a suspension of lithium alminum hydride (0.2 g) in 15 ml of tetrahydrofuran at room temperature and the mixture was stirred for 30 minutes. To the reaction mixture was added a saturated aqueous solution of sodium bicarbonate under ice cooling, and the reaction solution was extracted with ethyl acetate. The organic layer was washed with a saturated aqueous solution of sodium chloride,, dried over anhydrous magnesium sulfate and concent... Starting materials: [O-]P(=O)([O-])[O-].[K+].[K+].[K+] (K3PO4), C(CO)O (ethylene glycol), N1C(CCC1)=O (2-pyrrolidinone), IC1=CC=CC=C1 (iodobenzene). Reagents/catalysts: [Cu]I (copper(I) iodide). Solvent: CC(C)O (2-propanol), CCCCCC.C(C)(=O)OCC (hexane ethyl acetate). The product is C1(=CC=CC=C1)N1C(CCC1)=O (N-(phenyl)-2-pyrrolidinone). Yield: 49.6%. As a reaction SMILES: [O-]P([O-])([O-])=O.[K+].[K+].[K+].[NH:9]1[CH2:13][CH2:12][CH2:11][C:10]1=[O:14].I[C:16]1[CH:21]=[CH:20][CH:19]=[CH:18][CH:17]=1.C(O)CO>[Cu]I.CCCCCC.C(OCC)(=O)C.CC(O)C>[C:16]1([N:9]2[CH2:13][CH2:12][CH2:11][C:10]2=[O:14])[CH:21]=[CH:20][CH:19]=[CH:18][CH:17]=1 |f:0.1.2.3,8.9|. Procedure details: The general procedure under argon was followed using copper(I) iodide (10 mg, 0.05 mmol), K3PO4 (425 mg, 2.00 mmol), 2-pyrrolidinone (91 μL, 1.20 mmol), iodobenzene (112 μL, 1.00 mmol), ethylene glycol (111 μL, 2.00 mmol) and 2-propanol (1.0 mL) at 90° C. Column chromatography using a solvent mixture (hexane/ethyl acetate=1/1) afforded N-(phenyl)-2-pyrrolidinone (80 mg, 50% isolated yield) as white solid. The spectral data (1H NMR) matched with the literature references and GC analysis indicated...